The task is: describe an organic reaction: reactants, conditions, products, and yield. This data is from the Open Reaction Database (ORD), a public repository of structured organic reaction records. Starting materials: CC(C)(C)N, CCO, O=C(c1ccc(OCC2CO2)cc1)c1cccc2[nH]ccc12. Yields the product CC(C)(C)NCC(O)COc1ccc(C(=O)c2cccc3[nH]ccc23)cc1. As a reaction SMILES: [CH3:23][C:24]([CH3:25])([CH3:26])[NH2:27].[CH3:28][CH2:29][OH:30].[nH:1]1[cH:2][cH:3][c:4]2[c:5]([C:10](=[O:11])[c:12]3[cH:13][cH:14][c:15]([O:18][CH2:19][CH:20]4[O:21][CH2:22]4)[cH:16][cH:17]3)[cH:6][cH:7][cH:8][c:9]12>>[nH:1]1[cH:2][cH:3][c:4]2[c:5]([C:10](=[O:11])[c:12]3[cH:13][cH:14][c:15]([O:18][CH2:19][CH:20]([OH:21])[CH2:22][NH:27][C:24]([CH3:23])([CH3:25])[CH3:26])[cH:16][cH:17]3)[cH:6][cH:7][cH:8][c:9]12. The reactants are COC=1C=C2C(CCN(C2=CC1)S(=O)(=O)C1=CC=C(C=C1)C)=O (6-methoxy-1-(p-toluenesulfonyl)-2,3-dihydro-4(1H)quinolinone), C(C1=CC=CC=C1)=O (benzaldehyde). The product is C(C1CC=CC=C1)=C1CN(C2=CC=C(C=C2C1=O)OC)S(=O)(=O)C1=CC=C(C=C1)C (3(2H)-Benzylidene-6-methoxy-1-(p-toluenesulfonyl)-4(1H)-quinolinone). Isolated yield 62.8%. As a reaction SMILES: [CH3:1][O:2][C:3]1[CH:4]=[C:5]2[C:10](=[CH:11][CH:12]=1)[N:9]([S:13]([C:16]1[CH:21]=[CH:20][C:19]([CH3:22])=[CH:18][CH:17]=1)(=[O:15])=[O:14])[CH2:8][CH2:7][C:6]2=[O:23].[CH:24](=O)[C:25]1[CH:30]=[CH:29][CH:28]=[CH:27][CH:26]=1>>[CH:24](=[C:7]1[C:6](=[O:23])[C:5]2[C:10](=[CH:11][CH:12]=[C:3]([O:2][CH3:1])[CH:4]=2)[N:9]([S:13]([C:16]2[CH:17]=[CH:18][C:19]([CH3:22])=[CH:20][CH:21]=2)(=[O:15])=[O:14])[CH2:8]1)[CH:25]1[CH:26]=[CH:27][CH:28]=[CH:29][CH2:30]1. Procedure details: By the method of Example 146, 25.0 g (75.5 mmol) of 6-methoxy-1-(p-toluenesulfonyl)-2,3-dihydro-4(1H)quinolinone (J. Am. Chem. Soc., Vol. 71, p. 1901, 1949) and 12.0 g (113 mmol) of benzaldehyde were converted to 20.0 g (63%) of present title product recrystallized from ether-hexane, m.p. 131°-132° C. Reactants: C[C@@H]1CC[C@H]2[C@H]([C@H](O[C@H]3[C@@]24[C@H]1CCC(O3)(OO4)C)O)C (dihydroartemisinin), CO (methanol), B(F)(F)F.CCOCC (boron trifluoride etherate). The solvent is C(Cl)(Cl)Cl (chloroform). Run at temperature 0 celsius, time 15 minute. The product is C[C@@H]1CC[C@H]2[C@H](C(=O)O[C@H]3[C@@]24[C@H]1CC[C@@](O3)(OO4)C)C (artemisinin). Reaction SMILES: [CH3:1][C@H:2]1[C@@H:11]2[CH2:12][CH2:13][C:14]3([CH3:18])[O:16][O:17][C@:10]42[C@H:5]([C@@H:6]([CH3:20])[C@@H:7]([OH:19])[O:8][C@@H:9]4[O:15]3)[CH2:4][CH2:3]1.CO.B(F)(F)F.CCOCC>C(Cl)(Cl)Cl>[CH3:1][C@H:2]1[C@@H:11]2[CH2:12][CH2:13][C@:14]3([CH3:18])[O:16][O:17][C@:10]42[C@H:5]([C@@H:6]([CH3:20])[C:7]([O:8][C@@H:9]4[O:15]3)=[O:19])[CH2:4][CH2:3]1 |f:2.3|. Procedure details: To a solution of the crude dihydroartemisinin in chloroform (40 mL) and methanol (1 mL, 24.8 mmol) was added boron trifluoride etherate (0.16 mL, 1.24 mmol) at 0° C. The reaction was stirred at 0° C. for 15 minutes, slowly warmed up to room temperature and stirred at room temperature for 3 hours. The reaction was monitored by TLC until all starting material was consumed. The reaction mixture was quenched with water (50 mL) and diluted with chloroform (25 mL). The two phases were separated, and t... The reactants are C(C1=CC=CC=C1)OC=1C=CC2=C(SC(=C2S(=O)C2=CC=CC=C2)C(=O)OCC)C1 (ethyl 6-(benzyloxy)-3-(phenylsulfinyl)benzo[b]thiophene-2-carboxylate), C1(=CC=CC=C1)SC (methyl phenyl sulfide). Reported procedure: Trifluoroacetic acid (50 ml) was added to a stirred mixture of ethyl 6-(benzyloxy)-3-(phenylsulfinyl)benzo[b]thiophene-2-carboxylate (Example 31, 4.9 g, 11.2 mmol) and methyl phenyl sulfide (5.2 ml, 45 mmol) at ambient temperature under a nitrogen atmosphere. After 20 hours the solvents were removed under reduced pressure, and the residue was azeotroped using toluene. The residue was flash chromatographed on silica gel using 2% ethanol in dichloromethane as eluant. The isolated product was cryst... Run in FC(C(=O)O)(F)F (Trifluoroacetic acid). Product: OC=1C=CC2=C(SC(=C2S(=O)C2=CC=CC=C2)C(=O)OCC)C1 (Ethyl 6-(hydroxy)-3-(phenylsulfinyl)benzo[b]thiophen-2-carboxylate). Yield: 78.6%. Reaction SMILES: C([O:8][C:9]1[CH:10]=[CH:11][C:12]2[C:16]([S:17]([C:19]3[CH:24]=[CH:23][CH:22]=[CH:21][CH:20]=3)=[O:18])=[C:15]([C:25]([O:27][CH2:28][CH3:29])=[O:26])[S:14][C:13]=2[CH:30]=1)C1C=CC=CC=1.C1(SC)C=CC=CC=1>FC(F)(F)C(O)=O>[OH:8][C:9]1[CH:10]=[CH:11][C:12]2[C:16]([S:17]([C:19]3[CH:24]=[CH:23][CH:22]=[CH:21][CH:20]=3)=[O:18])=[C:15]([C:25]([O:27][CH2:28][CH3:29])=[O:26])[S:14][C:13]=2[CH:30]=1. The reactants are COC1=CC=C(COC=2C(C=C(OC2)C(=O)O)=O)C=C1 (5-((4-methoxybenzyl)oxy)-4-oxo-4H-pyran-2-carboxylic acid), CN (methanamine), Cl (hydrochloric acid). Run at time 20 hour. The product is COC1=CC=C(COC=2C(C=C(N(C2)C)C(=O)O)=O)C=C1 (5-((4-methoxybenzyl)oxy)-1-methyl-4-oxo-1,4-dihydropyridine-2-carboxylic acid). The yield is 78.9%. Reaction SMILES: [CH3:1][O:2][C:3]1[CH:20]=[CH:19][C:6]([CH2:7][O:8][C:9]2[C:10](=[O:18])[CH:11]=[C:12]([C:15]([OH:17])=[O:16])O[CH:14]=2)=[CH:5][CH:4]=1.[CH3:21][NH2:22].Cl>>[CH3:1][O:2][C:3]1[CH:20]=[CH:19][C:6]([CH2:7][O:8][C:9]2[C:10](=[O:18])[CH:11]=[C:12]([C:15]([OH:17])=[O:16])[N:22]([CH3:21])[CH:14]=2)=[CH:5][CH:4]=1. Reported procedure: A mixture of 5-((4-methoxybenzyl)oxy)-4-oxo-4H-pyran-2-carboxylic acid (1.4627 g, 5.30 mmol) and methanamine (11.0 ml, 22.00 mmol) was stirred at room temperature for 20 h, The reaction was concentrated under reduced pressure, and the residue was dissolved in 15 mL of de-ionized water. The aqueous solution was cooled in an ice bath and treated dropwise with 2N hydrochloric acid (3.0 ml, 6.00 mmol). The resulting yellow solid was filtered, washed with water and acetone, and dried to give 5-((4-me... The reactants are NC1=C(C=C(C=C1C)B1OC(C)(C)C(C)(C)O1)[N+](=O)[O-] (4-Amino-5-methyl-3-nitrophenylboronic acid pinacol ester), BrC1=C(C=CC=C1F)F (2-bromo-1,3-difluoro-benzene). Product: FC1=C(C(=CC=C1)F)C1=CC(=C(C(=C1)C)N)N (2′,6′-Difluoro-5-methyl-biphenyl-3,4-diamine). As a reaction SMILES: [NH2:1][C:2]1[C:7]([CH3:8])=[CH:6][C:5](B2OC(C)(C)C(C)(C)O2)=[CH:4][C:3]=1[N+:18]([O-])=O.Br[C:22]1[C:27]([F:28])=[CH:26][CH:25]=[CH:24][C:23]=1[F:29]>>[F:28][C:27]1[CH:26]=[CH:25][CH:24]=[C:23]([F:29])[C:22]=1[C:5]1[CH:6]=[C:7]([CH3:8])[C:2]([NH2:1])=[C:3]([NH2:18])[CH:4]=1. Procedure: The title compound was prepared from 2-methyl-6-nitro-4-(4,4,5,5-tetramethyl-[1,3,2]dioxaborolan-2-yl)-phenylamine (as prepared in Example 8, step A) and 2-bromo-1,3-difluoro-benzene according to the procedures described in Example 4, step A and Example 1, step E. 1H-NMR (400 MHz, CDCl3) δ: 7.17 (tt, J=8.3, 6.3 Hz, 1H), 6.87-6.97 (m, 2H), 6.76 (s, 1H), 6.72 (s, 1H), 3.44 (br. s., 4H), 2.21 (s, 3H). Reactants: CCc1ncc(Br)cn1, O=C([O-])[O-], CC1(C)OB(c2cccc3c2CC(N(Cc2ccccc2)Cc2ccccc2)CO3)OC1(C)C, [K+], [K+], C1COCCO1. The product is CCc1ncc(-c2cccc3c2CC(N(Cc2ccccc2)Cc2ccccc2)CO3)cn1. As a reaction SMILES: [Br:35][c:36]1[cH:37][n:38][c:39]([CH2:42][CH3:43])[n:40][cH:41]1.[C:44](=[O:45])([O-:46])[O-:47].[CH2:1]([c:2]1[cH:3][cH:4][cH:5][cH:6][cH:7]1)[N:8]([CH:9]1[CH2:10][O:11][c:12]2[cH:13][cH:14][cH:15][c:16]([B:19]3[O:20][C:21]([CH3:22])([CH3:23])[C:24]([CH3:25])([CH3:26])[O:27]3)[c:17]2[CH2:18]1)[CH2:28][c:29]1[cH:30][cH:31][cH:32][cH:33][cH:34]1.[K+:48].[K+:49].[O:50]1[CH2:51][CH2:52][O:53][CH2:54][CH2:55]1>>[CH2:1]([c:2]1[cH:3][cH:4][cH:5][cH:6][cH:7]1)[N:8]([CH:9]1[CH2:10][O:11][c:12]2[cH:13][cH:14][cH:15][c:16](-[c:36]3[cH:37][n:38][c:39]([CH2:42][CH3:43])[n:40][cH:41]3)[c:17]2[CH2:18]1)[CH2:28][c:29]1[cH:30][cH:31][cH:32][cH:33][cH:34]1.